describe an organic reaction: reactants, conditions, products, and yield From a dataset of the Open Reaction Database (ORD), a public repository of structured organic reaction records. The reactants are Nc1nc2c(Br)cccn2n1, Cl, Cl[Cu]Cl, O=N[O-], [Na+], O, O, O. The product is Clc1nc2c(Br)cccn2n1. Reaction SMILES: [Br:1][c:2]1[c:3]2[n:4]([cH:5][cH:6][cH:7]1)[n:8][c:9]([NH2:11])[n:10]2.[ClH:16].[Cu:20]([Cl:21])[Cl:22].[N:12]([O-:13])=[O:14].[Na+:15].[OH2:17].[OH2:18].[OH2:19]>>[Br:1][c:2]1[c:3]2[n:4]([cH:5][cH:6][cH:7]1)[n:8][c:9]([Cl:16])[n:10]2.